Dataset: the Open Reaction Database (ORD), a public repository of structured organic reaction records. Task: describe an organic reaction: reactants, conditions, products, and yield The reactants are COC(=O)c1ncoc1-c1cccc(C(=O)OC(C)(C)C)c1, O=C(O)C(F)(F)F, N#N. The product is COC(=O)c1ncoc1-c1cccc(C(=O)O)c1. RXN SMILES: [CH3:3][O:4][C:5](=[O:6])[c:7]1[n:8][cH:9][o:10][c:11]1-[c:12]1[cH:13][c:14]([C:18](=[O:19])[O:20][C:21]([CH3:22])([CH3:23])[CH3:24])[cH:15][cH:16][cH:17]1.[F:25][C:26]([F:27])([F:28])[C:29]([OH:30])=[O:31].[N:1]#[N:2]>>[CH3:3][O:4][C:5](=[O:6])[c:7]1[n:8][cH:9][o:10][c:11]1-[c:12]1[cH:13][c:14]([C:18](=[O:19])[OH:20])[cH:15][cH:16][cH:17]1. Reactants: OCC(=O)C1=CC=CC=C1 (2-hydroxyacetophenone), C([O-])([O-])=O.[K+].[K+] (potassium carbonate), C(C=C)Br (allyl bromide). Solvent: C(C)OCC (diethyl ether), CC(=O)C (acetone). Yields the product C(C=C)OC1=C(C=CC=C1)C(C)=O (1-(2-allyloxy-phenyl)-ethanone). The yield is 50.0%. Reaction SMILES: O[CH2:2][C:3]([C:5]1[CH:10]=[CH:9][CH:8]=[CH:7][CH:6]=1)=[O:4].[C:11](=[O:14])([O-])[O-].[K+].[K+].[CH2:17](Br)[CH:18]=C>CC(C)=O.C(OCC)C>[CH2:11]([O:14][C:10]1[CH:9]=[CH:8][CH:7]=[CH:6][C:5]=1[C:3](=[O:4])[CH3:2])[CH:17]=[CH2:18] |f:1.2.3|. Procedure: To a stirring suspension of 2-hydroxyacetophenone 72 (5 ml, 42 mmol) and potassium carbonate (6.516 g, 47 mmol, 1.1 equ) in acetone (30 ml) was added allyl bromide (4 ml, 46 mmol, 1.1 equ). The reaction was heated to reflux for 20 hours. The reaction was then concentrated in vacuo, taken up in water and extracted into ethyl acetate (2×). The organic layer was then dried (MgSO4) and concentrated in vacuo to give an yellow oil. This was taken up in diethyl ether, washed with 1M potassium hydroxide... Product: ClC=1C=CC=C2N=CC(=NC12)O (8-chloro-2-hydroxy-quinoxaline). Procedure: 100 ml of triethylamine were added to the reduction product of 6-chloro-2-nitroaniline in methanol (assumed to be 8 mol), obtained as described under (a). The mixture was then heated to 50° C. 1,168 g (8 mol) of glyoxylic acid semiacetal ester were then added dropwise, over the course of 2 hours, to the mixture, thereby causing a slight exothermic reaction. The mixture was boiled for 2 hours under reflux, whereupon a solid product separated out. After 2 hours, the mixture was cooled to 0° C. and... The solvent is C(C)N(CC)CC (triethylamine). Isolated yield 7.6%. Reaction SMILES: [Cl:1][C:2]1[C:7]([NH2:8])=[C:6]([N+:9]([O-])=O)[CH:5]=[CH:4][CH:3]=1.CO.[C:14](O)(=O)[CH:15]=[O:16]>C(N(CC)CC)C>[Cl:1][C:2]1[CH:3]=[CH:4][CH:5]=[C:6]2[C:7]=1[N:8]=[C:15]([OH:16])[CH:14]=[N:9]2. Conditions: temperature 50 celsius, time 2 hour. Starting materials: ClC1=CC=CC(=C1N)[N+](=O)[O-] (6-chloro-2-nitroaniline), CO (methanol), C(C=O)(=O)O (glyoxylic acid), ( a ). Starting materials: FC(C=1C=C(C=CC1)C(=O)C=O)(F)F (3-trifluoromethylphenyl glyoxal), C(=O)(OC)C1=CC=C(C=C1)CC(N)(C)C (2-(4-carbomethoxyphenyl)-1,1-dimethyl ethanamine). The product is C(=O)(OC)C1=CC=C(C=C1)CC(C)(C)NCC(C1=CC(=CC=C1)C(F)(F)F)O (N-(2-(4-Carbomethoxyphenyl)-1,1-dimethylethyl)-2-hydroxy-2-(3-trifluoromethylphenyl) ethanamine). RXN SMILES: [F:1][C:2]([F:14])([F:13])[C:3]1[CH:4]=[C:5]([C:9]([CH:11]=O)=[O:10])[CH:6]=[CH:7][CH:8]=1.[C:15]([C:19]1[CH:24]=[CH:23][C:22]([CH2:25][C:26]([CH3:29])([CH3:28])[NH2:27])=[CH:21][CH:20]=1)([O:17][CH3:18])=[O:16]>>[C:15]([C:19]1[CH:24]=[CH:23][C:22]([CH2:25][C:26]([NH:27][CH2:11][CH:9]([OH:10])[C:5]2[CH:6]=[CH:7][CH:8]=[C:3]([C:2]([F:1])([F:13])[F:14])[CH:4]=2)([CH3:28])[CH3:29])=[CH:21][CH:20]=1)([O:17][CH3:18])=[O:16]. Procedure details: The title compound was prepared as in Example 1a from 3-trifluoromethylphenyl glyoxal (2.0 g) and 2-(4-carbomethoxyphenyl)-1,1-dimethyl ethanamine (2.0 g) and crystallised from hexane m.p. 88°-90°. τ(CDCl3) 8.93 (6H,s), 6.8-8.0 (4H,m+2H replaceable by D2O), 6.1 (3H,s), 5.33 (1H,m), 2.8 (2H,d,J=8 Hz), 2.2-2.6 (4H,m), 2.03 (2H,d,J=8 Hz). Starting materials: ClC(=O)OCC=C (allyl chloroformate), NC1=C(C(=C(C2=C1C(C=C(O2)C2=CC(=C(C=C2)N)F)=O)F)CO)F (5-Amino-2-(4-amino-3-fluorophenyl)-6,8-difluoro-7-hydroxymethyl-4H-1-benzopyran-4-one), O (Water). Solvent: N1=CC=CC=C1 (pyridine). Conditions: time 1.5 hour. Yields the product C(C=C)OC(=O)NC1=C(C=C(C=C1)C=1OC2=C(C(C1)=O)C(=C(C(=C2F)CO)F)N)F (2-(4-Allyloxycarbonylamino-3-fluorophenyl)-5-amino-6,8-difluoro-7-hydroxymethyl-4H-1-benzopyran-4-one). The yield is 82.3%. Reaction SMILES: [NH2:1][C:2]1[C:7]2[C:8](=[O:20])[CH:9]=[C:10]([C:12]3[CH:17]=[CH:16][C:15]([NH2:18])=[C:14]([F:19])[CH:13]=3)[O:11][C:6]=2[C:5]([F:21])=[C:4]([CH2:22][OH:23])[C:3]=1[F:24].Cl[C:26]([O:28][CH2:29][CH:30]=[CH2:31])=[O:27].O>N1C=CC=CC=1>[CH2:29]([O:28][C:26]([NH:18][C:15]1[CH:16]=[CH:17][C:12]([C:10]2[O:11][C:6]3[C:5]([F:21])=[C:4]([CH2:22][OH:23])[C:3]([F:24])=[C:2]([NH2:1])[C:7]=3[C:8](=[O:20])[CH:9]=2)=[CH:13][C:14]=1[F:19])=[O:27])[CH:30]=[CH2:31]. Procedure details: 6.72 mg (20.0 mmol) of Compound 118 obtained in Example 118 was dissolved in 200 mL of pyridine, 10.6 mL (100 mmol) of allyl chloroformate was added dropwise under ice-cooling, and the mixture was stirred at room temperature for 1.5 hours. Water was added to the reaction solution and the precipitated crystals were collected by filtration. The crystals were dissolved in 500 mL of ethanol, 18 mL of a 2N aqueous solution of sodium hydroxide was added, and the mixture was stirred at room temperature... The reactants are C(C1=CC=CC=C1)(=O)NC(CCCC(=O)NC1[C@@H]2N(C(=C(CS2)CO)C(=O)OC(C2=CC=CC=C2)C2=CC=CC=C2)C1=O)C(=O)OC(C1=CC=CC=C1)C1=CC=CC=C1 (benzhydryl 7-(5-benzamido-5-benzhydryloxycarbonylpentanamido)-3-hydroxymethyl-3-cephem-4-carboxylate), P(Cl)(Cl)(Cl)(Cl)Cl (phosphorus pentachloride), O (water), N1=CC=CC=C1 (pyridine). Run in C(Cl)Cl (methylene chloride), C(Cl)Cl (methylene chloride). Conditions: temperature -20 celsius. Yields the product C(C1=CC=CC=C1)(=O)NC(CCCC(=O)NC1[C@@H]2N(C(=C(CS2)CCl)C(=O)OC(C2=CC=CC=C2)C2=CC=CC=C2)C1=O)C(=O)OC(C1=CC=CC=C1)C1=CC=CC=C1 (benzhydryl 7-(5-benzamido-5-benzhydryloxycarbonylpentanamido)-3-chloromethyl-3-cephem-4-carboxylate). Isolated yield 112.4%. Reaction SMILES: [C:1]([NH:9][CH:10]([C:44]([O:46][CH:47]([C:54]1[CH:59]=[CH:58][CH:57]=[CH:56][CH:55]=1)[C:48]1[CH:53]=[CH:52][CH:51]=[CH:50][CH:49]=1)=[O:45])[CH2:11][CH2:12][CH2:13][C:14]([NH:16][CH:17]1[C:42](=[O:43])[N:19]2[C:20]([C:26]([O:28][CH:29]([C:36]3[CH:41]=[CH:40][CH:39]=[CH:38][CH:37]=3)[C:30]3[CH:35]=[CH:34][CH:33]=[CH:32][CH:31]=3)=[O:27])=[C:21]([CH2:24]O)[CH2:22][S:23][C@H:18]12)=[O:15])(=[O:8])[C:2]1[CH:7]=[CH:6][CH:5]=[CH:4][CH:3]=1.P(Cl)(Cl)(Cl)(Cl)[Cl:61].N1C=CC=CC=1.O>C(Cl)Cl>[C:1]([NH:9][CH:10]([C:44]([O:46][CH:47]([C:54]1[CH:59]=[CH:58][CH:57]=[CH:56][CH:55]=1)[C:48]1[CH:53]=[CH:52][CH:51]=[CH:50][CH:49]=1)=[O:45])[CH2:11][CH2:12][CH2:13][C:14]([NH:16][CH:17]1[C:42](=[O:43])[N:19]2[C:20]([C:26]([O:28][CH:29]([C:36]3[CH:41]=[CH:40][CH:39]=[CH:38][CH:37]=3)[C:30]3[CH:35]=[CH:34][CH:33]=[CH:32][CH:31]=3)=[O:27])=[C:21]([CH2:24][Cl:61])[CH2:22][S:23][C@H:18]12)=[O:15])(=[O:8])[C:2]1[CH:7]=[CH:6][CH:5]=[CH:4][CH:3]=1. Procedure: To a solution of benzhydryl 7-(5-benzamido-5-benzhydryloxycarbonylpentanamido)-3-hydroxymethyl-3-cephem-4-carboxylate (100 g) in methylene chloride (600 ml) was added at a time phosphorus pentachloride (25.6 g) at -30° C., followed by adding dropwise pyridine (9.8 g) at the same temperature. After the reaction mixture was stirred at -20° C. for an hour, it was poured into a mixture of methylene chloride (500 ml) and water (300 ml). The separated organic layer was washed with an aqueous sodium ch... The reactants are CC1=CC=C(C=C1)S(=O)(=O)OC[C@H]1N(CCC1)C(=O)OC(C)(C)C (tert-butyl (S)-2-(4-methylbenzenesulfonyloxymethyl)pyrrolidine-1-carboxylate), OC[C@@H]1N(CCC1)C(=O)OC(C)(C)C (tert-butyl (R)-2-hydroxymethylpyrrolidine-1-carboxylate). Product: CC1=CC=C(C=C1)S(=O)(=O)OC[C@@H]1N(CCC1)C(=O)OC(C)(C)C (tert-Butyl (R)-2-(4-methylbenzenesulfonyloxymethyl)pyrrolidine-1-carboxylate). RXN SMILES: [CH3:1][C:2]1[CH:7]=[CH:6][C:5]([S:8]([O:11][CH2:12][C@@H:13]2[CH2:17][CH2:16][CH2:15][N:14]2[C:18]([O:20][C:21]([CH3:24])([CH3:23])[CH3:22])=[O:19])(=[O:10])=[O:9])=[CH:4][CH:3]=1.OC[C@H]1CCCN1C(OC(C)(C)C)=O>>[CH3:1][C:2]1[CH:7]=[CH:6][C:5]([S:8]([O:11][CH2:12][C@H:13]2[CH2:17][CH2:16][CH2:15][N:14]2[C:18]([O:20][C:21]([CH3:24])([CH3:23])[CH3:22])=[O:19])(=[O:10])=[O:9])=[CH:4][CH:3]=1. Procedure: Prepared by proceeding in a similar manner to Intermediate 140, starting from tert-butyl (R)-2-hydroxymethylpyrrolidine-1-carboxylate and used without further characterisation. The reactants are C=O (formaldehyde), [OH-].[Na+] (Sodium hydroxide), CNC (dimethylamine), C(C1=CC=CC=C1)N1CC(CCC1)C1=C2C=CNC2=CC=C1 (4-(1-benzyl-piperidin-3-yl)-1H-indole). The solvent is C(C)(=O)O (acetic acid), C(C)(=O)O (acetic acid), O (water). Run at time 90 minute. The product is CN(CC1=CNC2=CC=CC(=C12)C1CN(CCC1)CC1=CC=CC=C1)C (N,N-dimethyl-4-(1-benzyl-piperidin-3-yl)-1H-indole-3-methanamine). RXN SMILES: [CH2:1]=O.[CH3:3][NH:4][CH3:5].[CH2:6]([N:13]1[CH2:18][CH2:17][CH2:16][CH:15]([C:19]2[CH:27]=[CH:26][CH:25]=[C:24]3[C:20]=2[CH:21]=[CH:22][NH:23]3)[CH2:14]1)[C:7]1[CH:12]=[CH:11][CH:10]=[CH:9][CH:8]=1.[OH-].[Na+]>C(O)(=O)C.O>[CH3:3][N:4]([CH3:1])[CH2:5][C:21]1[C:20]2[C:24](=[CH:25][CH:26]=[CH:27][C:19]=2[CH:15]2[CH2:16][CH2:17][CH2:18][N:13]([CH2:6][C:7]3[CH:12]=[CH:11][CH:10]=[CH:9][CH:8]=3)[CH2:14]2)[NH:23][CH:22]=1 |f:3.4|. Reported procedure: 2.5 ml of acetic acid and then 1.4 ml of an aqueous 40% formaldehyde solution were slowly added with stirring at 0° to 5° C. under an inert atmosphere to 2.5 ml of an aqueous 35% dimethylamine solution and then a solution of 5.5 g of 4-(1-benzyl-piperidin-3-yl)-1H-indole in 25 ml of acetic acid was added to the mixture. The mixture was stirred at room temperature for 90 minutes and was then diluted with water. Sodium hydroxide was added to the mixture to make it basic and the mixture was filtere... Starting materials: Cc1nc(-c2cn3c(n2)-c2ccc(Br)cc2OCC3)n(C(C)CO)n1, ClCCl, CC1(C)OB(C2CC2)OC1(C)C, [K+], [K+], [K+], C1CCOC1, O, O=P([O-])([O-])[O-], c1ccc(P(c2ccccc2)(c2ccccc2)[Pd](P(c2ccccc2)(c2ccccc2)c2ccccc2)(P(c2ccccc2)(c2ccccc2)c2ccccc2)P(c2ccccc2)(c2ccccc2)c2ccccc2)cc1. The product is Cc1nc(-c2cn3c(n2)-c2ccc(C4CC4)cc2OCC3)n(C(C)CO)n1. As a reaction SMILES: [Br:1][c:2]1[cH:3][c:4]2[c:5]([cH:24][cH:25]1)-[c:6]1[n:7][c:8](-[c:14]3[n:15][c:16]([CH3:23])[n:17][n:18]3[CH:19]([CH2:20][OH:21])[CH3:22])[cH:9][n:10]1[CH2:11][CH2:12][O:13]2.[CH2:52]([Cl:53])[Cl:54].[CH:34]1([B:37]2[O:38][C:39]([CH3:40])([CH3:41])[C:42]([CH3:43])([CH3:44])[O:45]2)[CH2:35][CH2:36]1.[K+:31].[K+:32].[K+:33].[O:46]1[CH2:47][CH2:48][CH2:49][CH2:50]1.[OH2:51].[P:26]([O-:27])([O-:28])([O-:29])=[O:30].[cH:55]1[cH:56][cH:57][c:58]([P:59]([Pd:60]([P:61]([c:62]2[cH:63][cH:64][cH:65][cH:66][cH:67]2)([c:68]2[cH:69][cH:70][cH:71][cH:72][cH:73]2)[c:74]2[cH:75][cH:76][cH:77][cH:78][cH:79]2)([P:80]([c:81]2[cH:82][cH:83][cH:84][cH:85][cH:86]2)([c:87]2[cH:88][cH:89][cH:90][cH:91][cH:92]2)[c:93]2[cH:94][cH:95][cH:96][cH:97][cH:98]2)[P:99]([c:100]2[cH:101][cH:102][cH:103][cH:104][cH:105]2)([c:106]2[cH:107][cH:108][cH:109][cH:110][cH:111]2)[c:112]2[cH:113][cH:114][cH:115][cH:116][cH:117]2)([c:118]2[cH:119][cH:120][cH:121][cH:122][cH:123]2)[c:124]2[cH:125][cH:126][cH:127][cH:128][cH:129]2)[cH:130][cH:131]1>>[c:2]1([CH:34]2[CH2:35][CH2:36]2)[cH:3][c:4]2[c:5]([cH:24][cH:25]1)-[c:6]1[n:7][c:8](-[c:14]3[n:15][c:16]([CH3:23])[n:17][n:18]3[CH:19]([CH2:20][OH:21])[CH3:22])[cH:9][n:10]1[CH2:11][CH2:12][O:13]2. Reactants: C1CCOC1, Nc1ccc(Cl)c(Cl)c1, O=C(O)CCl. The product is O=C(CCl)Nc1ccc(Cl)c(Cl)c1. Reaction SMILES: [CH2:15]1[O:16][CH2:17][CH2:18][CH2:19]1.[NH2:1][c:2]1[cH:3][cH:4][c:5]([Cl:6])[c:7]([Cl:8])[cH:9]1.[OH:10][C:11](=[O:12])[CH2:13][Cl:14]>>[NH:1]([c:2]1[cH:3][cH:4][c:5]([Cl:6])[c:7]([Cl:8])[cH:9]1)[C:11](=[O:10])[CH2:13][Cl:14].